This data is from the Open Reaction Database (ORD), a public repository of structured organic reaction records. The task is: describe an organic reaction: reactants, conditions, products, and yield Reactants: [N+](=O)(O)[O-] (nitric acid), C=O (paraformaldehyde), BrC=1SC(=CC1)C(C)=NO (2-Bromo-5-acetyl thiophene oxime), O (water), C=O (Paraformaldehyde). The solvent is S(O)(O)(=O)=O (sulphuric acid), S(O)(O)(=O)=O (sulphuric acid). Conditions: time 60 minute. Product: BrC=1SC(=CC1[N+](=O)[O-])C(C)=O (2-Bromo-3-Nitro-5-Acetyl Thiophene). Reaction SMILES: [Br:1][C:2]1[S:3][C:4]([C:7](=NO)[CH3:8])=[CH:5][CH:6]=1.[N+:11]([O-])([OH:13])=[O:12].C=[O:16].O>S(=O)(=O)(O)O>[Br:1][C:2]1[S:3][C:4]([C:7](=[O:16])[CH3:8])=[CH:5][C:6]=1[N+:11]([O-:13])=[O:12]. Reported procedure: 2-Bromo-5-acetyl thiophene oxime (35.2 g) (0.16 mole) was dissolved in concentrated sulphuric acid (80 ml) at 5°-10° C. A mixture of fuming nitric acid (95-98%) (10.6 g) (0.16 mole) in concentrated sulphuric acid (10 ml) was added dropwise at less than 10° C. The temperature, after the addition, was allowed to rise to room temperature and the system stirred there for 60 minutes. Paraformaldehyde (2.0 g) was then added carefully and the mixture stirred at room temperature for 15 minutes. This was... Isolated yield 71.3%. Starting materials: C(C)OC(CCCOC1=C(C(=CC=C1)CCCCCCOC1=CC(=CC(=C1)OCC)C1=CC2=C(OC(O2)(F)F)C=C1)CCC(=O)OCC)=O (4-[3-{6-[3-(2,2-difluoro-benzo[1,3]dioxol-5-yl)-5-ethoxy-phenoxy)-hexyl}-2-(2-ethoxycarbonyl-ethyl)-phenoxy]-butyric acid ethyl ester), [OH-].[Na+] (sodium hydroxide). Reported procedure: A similar procedure as described in Example 43, step 5 was used, starting from 4-[3-{6-[3-(2,2-difluoro-benzo[1,3]dioxol-5-yl)-5-ethoxy-phenoxy)-hexyl}-2-(2-ethoxycarbonyl-ethyl)-phenoxy]-butyric acid ethyl ester (395 mg, 0.58 mmol) and 1.0 N aqueous sodium hydroxide (5.8 mL) to afford 4-(2-(2-carboxy-ethyl)-3-{6-[3-(2,2-difluoro-benzo[1,3]dioxol-5-yl)-5-ethoxy-phenoxy]-hexyl}-phenoxy)-butyric acid (260 mg, 72%) as a light yellow solid: ES(+)-HRMS m/e calcd for C34H38F2O9 (M+Na)+ 651.2376. found... RXN SMILES: C([O:3][C:4](=[O:49])[CH2:5][CH2:6][CH2:7][O:8][C:9]1[CH:14]=[CH:13][CH:12]=[C:11]([CH2:15][CH2:16][CH2:17][CH2:18][CH2:19][CH2:20][O:21][C:22]2[CH:27]=[C:26]([O:28][CH2:29][CH3:30])[CH:25]=[C:24]([C:31]3[CH:41]=[CH:40][C:34]4[O:35][C:36]([F:39])([F:38])[O:37][C:33]=4[CH:32]=3)[CH:23]=2)[C:10]=1[CH2:42][CH2:43][C:44]([O:46]CC)=[O:45])C.[OH-].[Na+]>>[C:44]([CH2:43][CH2:42][C:10]1[C:11]([CH2:15][CH2:16][CH2:17][CH2:18][CH2:19][CH2:20][O:21][C:22]2[CH:27]=[C:26]([O:28][CH2:29][CH3:30])[CH:25]=[C:24]([C:31]3[CH:41]=[CH:40][C:34]4[O:35][C:36]([F:39])([F:38])[O:37][C:33]=4[CH:32]=3)[CH:23]=2)=[CH:12][CH:13]=[CH:14][C:9]=1[O:8][CH2:7][CH2:6][CH2:5][C:4]([OH:49])=[O:3])([OH:46])=[O:45] |f:1.2|. Product: C(=O)(O)CCC1=C(OCCCC(=O)O)C=CC=C1CCCCCCOC1=CC(=CC(=C1)OCC)C1=CC2=C(OC(O2)(F)F)C=C1 (4-(2-(2-carboxy-ethyl)-3-{6-[3-(2,2-difluoro-benzo[1,3]dioxol-5-yl)-5-ethoxy-phenoxy]-hexyl}-phenoxy)-butyric acid). Reactants: CC(C)[N-]C(C)C, CC(=O)C(F)(F)F, [Li+], C1CCOC1, O=S(=O)(c1ccccc1)c1ccc2scnc2c1. The product is CC(O)(c1nc2cc(S(=O)(=O)c3ccccc3)ccc2s1)C(F)(F)F. As a reaction SMILES: [CH:19]([N-:20][CH:21]([CH3:22])[CH3:23])([CH3:24])[CH3:25].[F:27][C:28]([C:29]([CH3:30])=[O:31])([F:32])[F:33].[Li+:26].[O:34]1[CH2:35][CH2:36][CH2:37][CH2:38]1.[c:1]1([S:7](=[O:8])(=[O:9])[c:10]2[cH:11][cH:12][c:13]3[c:14]([n:15][cH:16][s:17]3)[cH:18]2)[cH:2][cH:3][cH:4][cH:5][cH:6]1>>[c:1]1([S:7](=[O:8])(=[O:9])[c:10]2[cH:11][cH:12][c:13]3[c:14]([n:15][c:16]([C:29]([C:28]([F:27])([F:32])[F:33])([CH3:30])[OH:31])[s:17]3)[cH:18]2)[cH:2][cH:3][cH:4][cH:5][cH:6]1. Reactants: BrCCC(=O)OCC (ethyl 3-bromopropionate), C1(CC1)N (cyclopropylamine). The solvent is C1(=CC=CC=C1)C (toluene). Yields the product C(C)OC(CCNC1CC1)=O (N-cyclopropyl-β-alanine ethyl ester). As a reaction SMILES: Br[CH2:2][CH2:3][C:4]([O:6][CH2:7][CH3:8])=[O:5].[CH:9]1([NH2:12])[CH2:11][CH2:10]1>C1(C)C=CC=CC=1>[CH2:7]([O:6][C:4](=[O:5])[CH2:3][CH2:2][NH:12][CH:9]1[CH2:11][CH2:10]1)[CH3:8]. Procedure: 14.0 ml of ethyl 3-bromopropionate are added to a solution of 15.4 ml of cyclopropylamine in 100 ml of toluene and the reaction mixture is heated to 90° for 3 hours. Subsequently, the precipitated salt is filtered and the filtrate is distilled. There are obtained 9.5 g of N-cyclopropyl-β-alanine ethyl ester, Fab-MS: 157 (M+H)+.